Dataset: the Open Reaction Database (ORD), a public repository of structured organic reaction records. Task: describe an organic reaction: reactants, conditions, products, and yield Reactants: C(C=C)(=O)OCC (ethyl acrylate), FC(C=1C=CC2=C(N(N=N2)O)C1)(F)F (6-trifluoromethyl-l-hydroxybenzotriazole), OC(C(=O)OCC)CC(C)(C)O (ethyl 2,4-dihydroxy-4-methylpentanoate), O=O (oxygen). The reagents and catalysts are C(C)(=O)[O-].[Co+2].C(C)(=O)[O-] (cobalt(II) acetate). The solvent is C(C)#N (acetonitrile), CC(C)O (2-propanol). Yields the product OC1C(=O)OC(C1)(C)C (α-hydroxy-γ,γ-dimethyl-γ-butyrolactone). Reaction SMILES: C(OCC)(=O)C=C.FC(F)(F)C1C=CC2N=NN(O)C=2C=1.O=O.[OH:24][CH:25]([CH2:31][C:32]([OH:35])([CH3:34])[CH3:33])[C:26]([O:28]CC)=O>C([O-])(=O)C.[Co+2].C([O-])(=O)C.C(#N)C.CC(O)C>[OH:24][CH:25]1[CH2:31][C:32]([CH3:33])([CH3:34])[O:35][C:26]1=[O:28] |f:4.5.6|. Procedure: A mixture of 3 mmol of ethyl acrylate, 3 ml of 2-propanol, 0.6 mmol of 6-trifluoromethyl-l-hydroxybenzotriazole, 0.003 mmol of cobalt(II) acetate, 0.015 mmol of acetylacetonatocobalt(III), and 1 ml of acetonitrile was stirred at 60° C. in an oxygen atmosphere (1 atm) for 12 hours. A gas chromatographic analysis of products in a reaction mixture found that ethyl 2,4-dihydroxy-4-methylpentanoate and (α-hydroxy-γ,γ-dimethyl-γ-butyrolactone were formed in yields of 2% and 28%, respectively, with a c... Reactants: CC1=C(C=C(C=O)C=C1)[N+](=O)[O-] (4-methyl-3-nitrobenzaldehyde), Cl.NO (hydroxylamine hydrochloride), C(C)(=O)[O-].[Na+] (sodium acetate). Run in O1CCCC1 (tetrahydrofuran), O1CCCC1 (tetrahydrofuran), O (water), O (water). Run at time 1 hour. The product is crude product, CC1=C(C=C(C=NO)C=C1)[N+](=O)[O-] (4-methyl-3-nitrobenzaldehyde oxime). Yield: 91.7%. Reaction SMILES: [CH3:1][C:2]1[CH:9]=[CH:8][C:5]([CH:6]=O)=[CH:4][C:3]=1[N+:10]([O-:12])=[O:11].Cl.[NH2:14][OH:15].C([O-])(=O)C.[Na+]>O1CCCC1.O>[CH3:1][C:2]1[CH:9]=[CH:8][C:5]([CH:6]=[N:14][OH:15])=[CH:4][C:3]=1[N+:10]([O-:12])=[O:11] |f:1.2,3.4|. Procedure: A solution of 4-methyl-3-nitrobenzaldehyde (3.5 g) in tetrahydrofuran (50 mL) was added dropwise to a solution of hydroxylamine hydrochloride (3.0 g) and sodium acetate (4.0 g) in tetrahydrofuran (50 mL) and water (50 mL) under ice cooling, and, on completion of the dropwise addition, the mixture was stirred for one hour at room temperature. The reaction solution was diluted with water and then extracted with ethyl acetate, and the organic layer was dried over anhydrous magnesium sulfate. The so... Reactants: COC1=C(C=C(C=C1)NCC(=O)OC)C (N-(4-methoxy-3-methylphenyl)glycine, methyl ester), COC1=C(C=C(C=C1)NCC(=O)OC)C (N-(4-methoxy-3-methylphenyl)glycine, methyl ester), N(=O)[O-].[Na+] (sodium nitrite). The reagents and catalysts are [Zn] (Zinc). Solvent: C(C)(=O)O (acetic acid), O (water), O (water), O (water). Run at time 1 hour. The product is COC1=C(C=C(C=C1)N(N)CC(=O)OC)C (Methyl [1-[4-methoxy-3-methylphenyl]hydrazino]acetate). Isolated yield 7.5%. As a reaction SMILES: [CH3:1][O:2][C:3]1[CH:8]=[CH:7][C:6]([NH:9][CH2:10][C:11]([O:13][CH3:14])=[O:12])=[CH:5][C:4]=1[CH3:15].[N:16]([O-])=O.[Na+]>C(O)(=O)C.O.[Zn]>[CH3:1][O:2][C:3]1[CH:8]=[CH:7][C:6]([N:9]([CH2:10][C:11]([O:13][CH3:14])=[O:12])[NH2:16])=[CH:5][C:4]=1[CH3:15] |f:1.2|. Procedure details: N-(4-methoxy-3-methylphenyl)glycine, methyl ester (Intermediate 96, 5 g, 0.0239 mol) was dissolved in a mixture of glacial acetic acid (45 ml) and water (3 ml) and the solution was cooled to ~5° C. To this was added a solution of sodium nitrite (1.7 g, 0.0251 mol) in water (5 ml) over 30 minutes and the reaction was stirred for one hour. Zinc dust (6 g, 0.093 mol) was added over 11/2 hours at the same low temperature and stirred at room temperature for 1 hour. The reaction was poured into water ... The reactants are [OH-].[Na+] (sodium hydroxide), FC1=C(C(C(=O)O)=C(C(=C1F)F)F)C(=O)O (3,4,5,6-tetrafluorophthalic acid), S(=O)(=O)([O-])[O-] (sulfate). The solvent is O (water). Reaction conditions: temperature 200 celsius. The product is FC1=C(C(=C(C=C1)F)F)F (1,2,3,4-tetrafluorobenzene), FC1=C(C(=C(C=C1)O)F)F (trifluorophenol). RXN SMILES: [F:1][C:2]1[C:10]([F:11])=[C:9]([F:12])[C:8]([F:13])=[C:4](C(O)=O)[C:3]=1C(O)=O.S([O-])([O-])(=O)=[O:18].[OH-].[Na+]>O>[F:1][C:2]1[CH:3]=[CH:4][C:8]([F:13])=[C:9]([F:12])[C:10]=1[F:11].[F:1][C:2]1[CH:3]=[CH:4][C:8]([OH:18])=[C:9]([F:12])[C:10]=1[F:11] |f:2.3|. Reported procedure: In an autoclave having an inner volume of 100 ml, 3.0 g (0.0126 mole) of 3,4,5,6-tetrafluorophthalic acid containing no sulfate ion, 0.5 g (0.0125 mole) of sodium hydroxide, and 50 g of water were placed and heated for reaction at 200° C. for 25 hours. After completion of the reaction, the reaction mixture was cooled to room temperature and extracted with 150 ml of diisopropyl ether. By analyzing this extract by gas chromatography using a 2 m column packed with SE52 and kept at 50° C., the react... Starting materials: COc1cccc(CC(CC#N)c2ccccc2)c1OC, CCO, [Na+], [OH-], O. Product: COc1ccc2c(c1OC)CC(c1ccccc1)CC2=O. RXN SMILES: [CH3:1][O:2][c:3]1[c:4]([CH2:11][CH:12]([CH2:13][C:14]#[N:15])[c:16]2[cH:17][cH:18][cH:19][cH:20][cH:21]2)[cH:5][cH:6][cH:7][c:8]1[O:9][CH3:10].[CH3:25][CH2:26][OH:27].[Na+:23].[OH-:22].[OH2:24]>>[CH3:1][O:2][c:3]1[c:4]2[c:5]([cH:6][cH:7][c:8]1[O:9][CH3:10])[C:14](=[O:22])[CH2:13][CH:12]([c:16]1[cH:17][cH:18][cH:19][cH:20][cH:21]1)[CH2:11]2. Starting materials: COC1=NC(=NC(=C1)OC)OC=1C=CC=C2C(OC(=O)C12)C (7-[(4,6-dimethoxy-pyrimidin-2-yl)oxy]-3-methyl-phthalide), COC1=CC=C(C=C1)P1(SP(S1)(=S)C1=CC=C(C=C1)OC)=S (2,4-bis(4-methoxyphenyl)-2,4-dithioxo-1,3,2,4-dithia-diphosphetan). Run in C=1(C(=CC=CC1)C)C (xylene). Product: COC1=NC(=NC(=C1)OC)OC=1C=CC=C2C(OC(C12)=S)C (7-[(4,6-dimethoxy-pyrimidin-2-yl)oxy]-3-methyl-isobenzofuran-1(3H)-thione). As a reaction SMILES: [CH3:1][O:2][C:3]1[CH:8]=[C:7]([O:9][CH3:10])[N:6]=[C:5]([O:11][C:12]2[CH:13]=[CH:14][CH:15]=[C:16]3[C:21]=2[C:19](=O)[O:18][CH:17]3[CH3:22])[N:4]=1.COC1C=CC(P2(=S)SP(C3C=CC(OC)=CC=3)(=S)[S:32]2)=CC=1>C1(C)C(C)=CC=CC=1>[CH3:1][O:2][C:3]1[CH:8]=[C:7]([O:9][CH3:10])[N:6]=[C:5]([O:11][C:12]2[CH:13]=[CH:14][CH:15]=[C:16]3[C:21]=2[C:19](=[S:32])[O:18][CH:17]3[CH3:22])[N:4]=1. Procedure: A mixture of 6.35 g of 7-[(4,6-dimethoxy-pyrimidin-2-yl)oxy]-3-methyl-phthalide (see Example 1) and 8.92 g of 2,4-bis(4-methoxyphenyl)-2,4-dithioxo-1,3,2,4-dithia-diphosphetan (Lawesson reagent) is maintained at reflux temperature for approximately 16 hours in 40 ml of xylene. The reaction material is then filtered over silica gel (eluant: 30% diethyl ether/n-hexane) and recrystallised from ethyl acetate/n-hexane to yield 7-[(4,6-dimethoxy-pyrimidin-2-yl)oxy]-3-methyl-isobenzofuran-1(3H)-thione ...